Dataset: the Open Reaction Database (ORD), a public repository of structured organic reaction records. Task: describe an organic reaction: reactants, conditions, products, and yield The reactants are COC(=O)C1=CC=C(C=C1)C=1C([C@@H]2CC[C@]3([C@@]4(CC[C@@]5([C@@H]([C@H]4CC[C@@H]3[C@]2(CC1)C)[C@@H](CC5)C(=C)C)C(=O)OCC5=CC=CC=C5)C)C)(C)C ((1R,3aS,5aR,5bR,7aR,11aS,11bR,13aR,13bR)-benzyl 9-(4-(methoxycarbonyl)phenyl)-5a,5b,8,8,11a-pentamethyl-1-(prop-1-en-2-yl)-2,3,3a,4,5,5a,5b,6,7,7a,8,11,11a,11b,12,13,13a,13b-octadecahydro-1H-cyclopenta[a]chrysene-3a-carboxylate), C(C)(=O)O (acetic acid). Reagents/catalysts: [Pd] (Pd/C). Solvent: C(C)O (ethanol), O1CCOCC1 (1,4-dioxane). Reaction conditions: time 2 hour. The product is C(C)(C)[C@@H]1CC[C@]2([C@H]1[C@H]1CC[C@@H]3[C@]4(CC[C@@H](C([C@@H]4CC[C@]3([C@@]1(CC2)C)C)(C)C)C2=CC=C(C=C2)C(=O)OC)C)C(=O)O ((1S,3aS,5aR,5bR,7aS,9S,11aS,11bR,13aR,13bR)-1-isopropyl-9-(4-(methoxycarbonyl)phenyl)-5a,5b,8,8,11a-pentamethylicosahydro-1H-cyclopenta[a]chrysene-3a-carboxylic acid). Isolated yield 99.9%. As a reaction SMILES: [CH3:1][O:2][C:3]([C:5]1[CH:10]=[CH:9][C:8]([C:11]2[C:12]([CH3:49])([CH3:48])[C@H:13]3[C@:26]([CH3:29])([CH2:27][CH:28]=2)[C@@H:25]2[C@:16]([CH3:47])([C@@:17]4([CH3:46])[C@H:22]([CH2:23][CH2:24]2)[C@H:21]2[C@H:30]([C:33]([CH3:35])=[CH2:34])[CH2:31][CH2:32][C@:20]2([C:36]([O:38]CC2C=CC=CC=2)=[O:37])[CH2:19][CH2:18]4)[CH2:15][CH2:14]3)=[CH:7][CH:6]=1)=[O:4].C(O)(=O)C>C(O)C.O1CCOCC1.[Pd]>[CH:33]([C@H:30]1[C@@H:21]2[C@@H:22]3[C@@:17]([CH3:46])([CH2:18][CH2:19][C@@:20]2([C:36]([OH:38])=[O:37])[CH2:32][CH2:31]1)[C@@:16]1([CH3:47])[C@@H:25]([C@:26]2([CH3:29])[C@@H:13]([CH2:14][CH2:15]1)[C:12]([CH3:49])([CH3:48])[C@@H:11]([C:8]1[CH:7]=[CH:6][C:5]([C:3]([O:2][CH3:1])=[O:4])=[CH:10][CH:9]=1)[CH2:28][CH2:27]2)[CH2:24][CH2:23]3)([CH3:35])[CH3:34]. Procedure details: To a solution of (1R,3aS,5aR,5bR,7aR,11aS,11bR,13aR,13bR)-benzyl 9-(4-(methoxycarbonyl)phenyl)-5a,5b,8,8,11a-pentamethyl-1-(prop-1-en-2-yl)-2,3,3a,4,5,5a,5b,6,7,7a,8,11,11a,11b,12,13,13a,13b-octadecahydro-1H-cyclopenta[a]chrysene-3a-carboxylate (0.2 g, 0.302 mmol) in ethanol (5 mL), 1,4-dioxane (7 mL), and acetic acid (0.5 mL, 8.73 mmol) was added Pd/C (10% by wt.) (0.1 g, 0.094 mmol). The mixture was flushed with N2 and was put on the Parr shaker under 30 psi H2. After 2 h, the reaction was che... Reactants: CS(C)=O, C=CS(=O)(=O)N1CCC(c2c[nH]c3c(C(N)=O)cc(-c4ccccc4)cc23)CC1, [I-], [K+], [K+], OCCN1CCCCC1, [Na+], O=C([O-])[O-]. Product: NC(=O)c1cc(-c2ccccc2)cc2c(C3CCN(S(=O)(=O)CCOCCN4CCCCC4)CC3)c[nH]c12. Reaction SMILES: [CH3:47][S:48]([CH3:49])=[O:50].[CH:1](=[CH2:2])[S:3](=[O:4])(=[O:5])[N:6]1[CH2:7][CH2:8][CH:9]([c:12]2[cH:13][nH:14][c:15]3[c:16]([C:27](=[O:28])[NH2:29])[cH:17][c:18](-[c:21]4[cH:22][cH:23][cH:24][cH:25][cH:26]4)[cH:19][c:20]23)[CH2:10][CH2:11]1.[I-:46].[K+:39].[K+:40].[N:30]1([CH2:36][CH2:37][OH:38])[CH2:31][CH2:32][CH2:33][CH2:34][CH2:35]1.[Na+:45].[O-:41][C:42]([O-:43])=[O:44]>>[CH2:1]([CH2:2][O:38][CH2:37][CH2:36][N:30]1[CH2:31][CH2:32][CH2:33][CH2:34][CH2:35]1)[S:3](=[O:4])(=[O:5])[N:6]1[CH2:7][CH2:8][CH:9]([c:12]2[cH:13][nH:14][c:15]3[c:16]([C:27](=[O:28])[NH2:29])[cH:17][c:18](-[c:21]4[cH:22][cH:23][cH:24][cH:25][cH:26]4)[cH:19][c:20]23)[CH2:10][CH2:11]1. The reactants are CCOC(C)=C(C#N)C(N)=S, CO, N. As a reaction SMILES: [C:1](#[N:2])[C:3]([C:4]([NH2:5])=[S:6])=[C:7]([CH3:8])[O:9][CH2:10][CH3:11].[CH3:13][OH:14].[NH3:12]>>[C:1](#[N:2])[C:3]([C:4]([NH2:5])=[S:6])=[C:7]([CH3:8])[NH2:12]. Yields the product CC(N)=C(C#N)C(N)=S. Reactants: C(C1=CC=CC=C1)N1CC2=CC=C(C=C2C1)Br (2-benzyl-5-bromo-2,3-dihydro-1H-isoindole), C[C@H]1O[C@H](CC(C1)=O)C ((2R,6S)-2,6-dimethyl-tetrahydro-pyran-4-one). Product: C(C1=CC=CC=C1)N1CC2=CC=C(C=C2C1)C1(C[C@@H](O[C@@H](C1)C)C)O ((2S,6R)-4-(2-Benzyl-2,3-Dihydro-1H-isoindol-5-yl)-2,6-dimethyl-tetrahydro-pyran-4-ol). Reaction SMILES: [CH2:1]([N:8]1[CH2:16][C:15]2[C:10](=[CH:11][CH:12]=[C:13](Br)[CH:14]=2)[CH2:9]1)[C:2]1[CH:7]=[CH:6][CH:5]=[CH:4][CH:3]=1.[CH3:18][C@@H:19]1[CH2:24][C:23](=[O:25])[CH2:22][C@H:21]([CH3:26])[O:20]1>>[CH2:1]([N:8]1[CH2:16][C:15]2[C:10](=[CH:11][CH:12]=[C:13]([C:23]3([OH:25])[CH2:22][C@@H:21]([CH3:26])[O:20][C@@H:19]([CH3:18])[CH2:24]3)[CH:14]=2)[CH2:9]1)[C:2]1[CH:7]=[CH:6][CH:5]=[CH:4][CH:3]=1. Procedure: Prepared in analogy to Example A62(b) from 2-benzyl-5-bromo-2,3-dihydro-1H-isoindole (Example A62(a)) and (2R,6S)-2,6-dimethyl-tetrahydro-pyran-4-one. Brown solid. MS (m/e): 338.4 ([M+H]+, 100%). The reactants are O=C1N(C(C1NC(COC1=CC=CC=C1)=O)SNC1=CC=CC=C1)C(C(=O)OC)C(=C)C (Methyl 2-oxo-3-(2-phenoxyacetamido)-4-anilinothio-α-isopropenylazetidine-1-acetate), Cl (hydrochloric acid). The solvent is C(Cl)Cl (methylene chloride). Conditions: time 10 hour. The product is ClC1(CS[C@H]2N(C1C(=O)OC)C(C2NC(COC2=CC=CC=C2)=O)=O)C (methyl 3-chloro-3-methyl-7-(2-phenoxyacetamido)cepham-4-carboxylate). Reaction SMILES: [O:1]=[C:2]1[CH:5]([NH:6][C:7](=[O:16])[CH2:8][O:9][C:10]2[CH:15]=[CH:14][CH:13]=[CH:12][CH:11]=2)[CH:4]([S:17]NC2C=CC=CC=2)[N:3]1[CH:25]([C:30]([CH3:32])=[CH2:31])[C:26]([O:28][CH3:29])=[O:27].[ClH:33]>C(Cl)Cl>[Cl:33][C:30]1([CH3:32])[CH:25]([C:26]([O:28][CH3:29])=[O:27])[N:3]2[C:2](=[O:1])[CH:5]([NH:6][C:7](=[O:16])[CH2:8][O:9][C:10]3[CH:15]=[CH:14][CH:13]=[CH:12][CH:11]=3)[C@H:4]2[S:17][CH2:31]1. Procedure details: Methyl 2-oxo-3-(2-phenoxyacetamido)-4-anilinothio-α-isopropenylazetidine-1-acetate (0.12 g) was dissolved in dry methylene chloride (5 ml). To this solution was added 5% methanolic hydrochloric acid (0.8 ml) and the mixture was stirred for 10 hours at room temperature. After the reaction, the reaction mixture was concentrated under reduced pressure and the residue was extracted with ethyl acetate. The extract was washed with water and dried. The solvent was distilled off and the residue was subj... Reactants: OCc1cc(Br)ccc1F, C1CCOC1, CI, [H-], [Na+], O. The product is COCc1cc(Br)ccc1F. As a reaction SMILES: [Br:1][c:2]1[cH:3][cH:4][c:5]([F:10])[c:6]([CH2:8][OH:9])[cH:7]1.[CH2:16]1[O:17][CH2:18][CH2:19][CH2:20]1.[CH3:13][I:14].[H-:11].[Na+:12].[OH2:15]>>[Br:1][c:2]1[cH:3][cH:4][c:5]([F:10])[c:6]([CH2:8][O:9][CH3:13])[cH:7]1. Reactants: CC(C)(C)P(C(C)(C)C)C(C)(C)C, CC1(C)CC(O)c2ccccc21, Cc1ccccc1, CCCCCCC, c1c[nH]cn1. Product: CC1(C)CC(n2ccnc2)c2ccccc21. As a reaction SMILES: [C:18]([P:19]([C:20]([CH3:21])([CH3:22])[CH3:23])[C:24]([CH3:25])([CH3:26])[CH3:27])([CH3:28])([CH3:29])[CH3:30].[CH3:1][C:2]1([CH3:12])[CH2:3][CH:4]([OH:11])[c:5]2[cH:6][cH:7][cH:8][cH:9][c:10]21.[CH3:31][c:32]1[cH:33][cH:34][cH:35][cH:36][cH:37]1.[CH3:38][CH2:39][CH2:40][CH2:41][CH2:42][CH2:43][CH3:44].[nH:13]1[cH:14][n:15][cH:16][cH:17]1>>[CH3:1][C:2]1([CH3:12])[CH2:3][CH:4]([n:13]2[cH:14][n:15][cH:16][cH:17]2)[c:5]2[cH:6][cH:7][cH:8][cH:9][c:10]21. The reactants are CN(C1=CC=CC=C1)C (N,N-dimethylaniline), C(C1=CC=CC=C1)C=1NC(C2=C(CCN(CC2)C(=O)OCC2=CC=CC=C2)N1)=O (Benzyl 2-benzyl-4-oxo-5,6,8,9-tetrahydro-7H-pyrimido[4,5-d]azepine-7-carboxylate), O=P(Cl)(Cl)Cl (POCl3). The solvent is C(C)#N (acetonitrile). Run at temperature 80 celsius. Yields the product C(C1=CC=CC=C1)C=1N=C(C2=C(CCN(CC2)C(=O)OCC2=CC=CC=C2)N1)Cl (Benzyl 2-benzyl-4-chloro-5,6,8,9-tetrahydro-7H-pyrimido[4,5-d]azepine-7-carboxylate). The yield is 85.8%. RXN SMILES: [CH2:1]([C:8]1[NH:9][C:10](=O)[C:11]2[CH2:17][CH2:16][N:15]([C:18]([O:20][CH2:21][C:22]3[CH:27]=[CH:26][CH:25]=[CH:24][CH:23]=3)=[O:19])[CH2:14][CH2:13][C:12]=2[N:28]=1)[C:2]1[CH:7]=[CH:6][CH:5]=[CH:4][CH:3]=1.CN(C)C1C=CC=CC=1.O=P(Cl)(Cl)[Cl:41]>C(#N)C>[CH2:1]([C:8]1[N:9]=[C:10]([Cl:41])[C:11]2[CH2:17][CH2:16][N:15]([C:18]([O:20][CH2:21][C:22]3[CH:27]=[CH:26][CH:25]=[CH:24][CH:23]=3)=[O:19])[CH2:14][CH2:13][C:12]=2[N:28]=1)[C:2]1[CH:7]=[CH:6][CH:5]=[CH:4][CH:3]=1. Reported procedure: To a suspension of the product from step A (4 g, 10 mmol) in acetonitrile (100 ml) was added N,N-dimethylaniline (1.4 ml, 11.3 mmol), followed by careful addition of POCl3 (9.6 ml, 100 mmol). The resulting brown solution was heated at 80° C. for 4 h. The reaction mixture was concentrated in vacuo, azeotroped with PhMe (×2) and DCM. The residue was partitioned between 2 N HCl and ethyl acetate. The organic layer was dried over magnesium sulfate and concentrated in vacuo to yield 3.5 g (84%) of ti...